Dataset: the Open Reaction Database (ORD), a public repository of structured organic reaction records. Task: describe an organic reaction: reactants, conditions, products, and yield The product is C(C1=CC=CC=C1)(=O)C1=C(C=C(S1)CN(C(OC(C)(C)C)=O)C)C1=CC=CC=C1 (tert-butyl [(5-benzoyl-4-phenyl-2-thienyl)methyl]methylcarbamate). As a reaction SMILES: [OH:1][CH:2]([C:24]1[CH:29]=[CH:28][CH:27]=[CH:26][CH:25]=1)[C:3]1[S:7][C:6]([CH2:8][N:9]([CH3:17])[C:10](=[O:16])[O:11][C:12]([CH3:15])([CH3:14])[CH3:13])=[CH:5][C:4]=1[C:18]1[CH:23]=[CH:22][CH:21]=[CH:20][CH:19]=1>C1(C)C=CC=CC=1.[O-2].[O-2].[Mn+4]>[C:2]([C:3]1[S:7][C:6]([CH2:8][N:9]([CH3:17])[C:10](=[O:16])[O:11][C:12]([CH3:14])([CH3:13])[CH3:15])=[CH:5][C:4]=1[C:18]1[CH:19]=[CH:20][CH:21]=[CH:22][CH:23]=1)(=[O:1])[C:24]1[CH:25]=[CH:26][CH:27]=[CH:28][CH:29]=1 |f:2.3.4|. The reactants are OC(C1=C(C=C(S1)CN(C(OC(C)(C)C)=O)C)C1=CC=CC=C1)C1=CC=CC=C1 (tert-butyl ({5-[hydroxy(phenyl)methyl]-4-phenyl-2-thienyl}methyl)methylcarbamate). Procedure details: To a solution of tert-butyl ({5-[hydroxy(phenyl)methyl]-4-phenyl-2-thienyl}methyl)methylcarbamate (385 mg) in toluene (5 mL) was added manganese dioxide (1.1 g) and the mixture was stirred at 120° C. for 8 hr. The reaction mixture was cooled to room temperature, filtered through celite, and washed with ethyl acetate. The filtrate was concentrated under reduced pressure, and the residue was purified by silica gel column chromatography (eluent: hexane-ethyl acetate=9:1→4:1) to give the title compo... Conditions: temperature 120 celsius, time 8 hour. Reagents/catalysts: [O-2].[O-2].[Mn+4] (manganese dioxide). The solvent is C1(=CC=CC=C1)C (toluene). The yield is 61.6%. The reactants are Cl.CON (O-methylhydroxylamine hydrochloride), C([O-])(O)=O.[Na+] (sodium bicarbonate), C(=O)NC1=NC(=NS1)C(C(=O)SC)=O (S-methyl (5-formamido-1,2,4-thiadiazol-3-yl)thioglyoxylate), [OH-].[K+] (potassium hydroxide), Cl (hydrochloric acid). Run in CO (methanol). The product is CON=C(C(=O)O)C1=NSC(=N1)NC=O (2-Methoxyimino-2-(5-formamido-1,2,4-thiadiazol-3-yl)acetic acid). Reaction SMILES: [CH:1]([NH:3][C:4]1[S:8][N:7]=[C:6]([C:9](=O)[C:10](SC)=[O:11])[N:5]=1)=[O:2].[OH-].[K+].Cl.Cl.[CH3:19][O:20][NH2:21].C(=O)(O)[O-:23].[Na+]>CO>[CH3:19][O:20][N:21]=[C:9]([C:6]1[N:5]=[C:4]([NH:3][CH:1]=[O:2])[S:8][N:7]=1)[C:10]([OH:11])=[O:23] |f:1.2,4.5,6.7|. Reported procedure: A mixture of S-methyl (5-formamido-1,2,4-thiadiazol-3-yl)thioglyoxylate (231 mg) in methanol (2 ml) and 1 N-aqueous solution of potassium hydroxide (3.5 ml) was stirred for an hour at ambient temperature. The mixture was adjusted to pH 7.6 with 1 N hydrochloric acid, followed by an addition of O-methylhydroxylamine hydrochloride (90 mg) and stirring for 30 minutes at ambient temperature. The reaction mixture was neutralized with an aqueous solution of sodium bicarbonate and concentrated to remov... Reactants: 3-[, [N+](=O)([O-])C=1N(C=CN1)CCN1C(OCC1)=O (2-(2-nitro-1H-imidazol-1-yl)ethyl-2-oxazolidinone), Br.C(C)(=O)O (HBr acetic acid). Solvent: CCOCC (ether), CO (methanol). Run at time 18 hour. The product is Br.BrCCNCCN1C(=NC=C1)[N+](=O)[O-] (N-(2-Bromoethyl]-2-nitro-1H-imidazole-1-ethanamine, monohydrobromide). As a reaction SMILES: [N+:1]([C:4]1[N:5]([CH2:9][CH2:10][N:11]2[CH2:15][CH2:14]OC2=O)[CH:6]=[CH:7][N:8]=1)([O-:3])=[O:2].[BrH:17].C(O)(=O)C>CCOCC.CO>[BrH:17].[Br:17][CH2:14][CH2:15][NH:11][CH2:10][CH2:9][N:5]1[CH:6]=[CH:7][N:8]=[C:4]1[N+:1]([O-:3])=[O:2] |f:1.2,5.6|. Reported procedure: To 3.5 g (15 mmol) of 3-[2-(2-nitro-1H-imidazol-1-yl)ethyl-2-oxazolidinone was added 30 ml of 31% HBr/acetic acid and the mixture was stirred for 18 hours at 20°-25° C. The mixture was diluted with ether and methanol and the resulting solid was collected. Recrystallization from ethanol/water gave 3.0 g of the desired product, N-(2-bromoethyl)-2-nitro-1H-imidazole-1-ethanamine, monohydrobromide (54%); mp 103°-104° C. Reactants: O=[N+]([O-])c1cc(Br)c2[nH]ccc2c1, CC(C)O, NN. Yields the product Nc1cc(Br)c2[nH]ccc2c1. RXN SMILES: [Br:1][c:2]1[cH:3][c:4]([N+:11]([O-:12])=[O:13])[cH:5][c:6]2[cH:7][cH:8][nH:9][c:10]12.[CH:16]([OH:17])([CH3:18])[CH3:19].[NH2:14][NH2:15]>>[Br:1][c:2]1[cH:3][c:4]([NH2:11])[cH:5][c:6]2[cH:7][cH:8][nH:9][c:10]12.